Dataset: the Open Reaction Database (ORD), a public repository of structured organic reaction records. Task: describe an organic reaction: reactants, conditions, products, and yield Reactants: O=C=Nc1cccc(OC(F)(F)F)c1, CC1NCCN(CCCC(=O)N2CCC3(CC3)C(O)C2)C1=O. Product: CC1C(=O)N(CCCC(=O)N2CCC3(CC3)C(O)C2)CCN1C(=O)Nc1cccc(OC(F)(F)F)c1. Reaction SMILES: [N:23](=[C:24]=[O:25])[c:26]1[cH:27][c:28]([O:32][C:33]([F:34])([F:35])[F:36])[cH:29][cH:30][cH:31]1.[OH:1][CH:2]1[C:3]2([CH2:4][CH2:5]2)[CH2:6][CH2:7][N:8]([C:10]([CH2:11][CH2:12][CH2:13][N:14]2[C:15](=[O:21])[CH:16]([CH3:20])[NH:17][CH2:18][CH2:19]2)=[O:22])[CH2:9]1>>[OH:1][CH:2]1[C:3]2([CH2:4][CH2:5]2)[CH2:6][CH2:7][N:8]([C:10]([CH2:11][CH2:12][CH2:13][N:14]2[C:15](=[O:21])[CH:16]([CH3:20])[N:17]([C:24]([NH:23][c:26]3[cH:27][c:28]([O:32][C:33]([F:34])([F:35])[F:36])[cH:29][cH:30][cH:31]3)=[O:25])[CH2:18][CH2:19]2)=[O:22])[CH2:9]1. The reactants are C(C1=CC=CC=C1)(C1=CC=CC=C1)Br (benzhydryl bromide), [H-].[Na+] (sodium hydride), C(C1=CC=CC=C1)(C1=CC=CC=C1)Br (benzhydryl bromide), BrC=1C=CC2=C(NC(O2)=O)C1 (5-bromo-benzo[d]oxazol-2(3H)-one). Run in CN(C=O)C (N,N-dimethylformamide). Run at temperature 0 celsius, time 1 hour. Product: C(C1=CC=CC=C1)(C1=CC=CC=C1)N1C(OC2=C1C=C(C=C2)Br)=O (3-benzhydryl-5-bromobenzo[d]oxazol-2(3H)-one). Isolated yield 71.0%. As a reaction SMILES: [H-].[Na+].[Br:3][C:4]1[CH:5]=[CH:6][C:7]2[O:11][C:10](=[O:12])[NH:9][C:8]=2[CH:13]=1.[CH:14](Br)([C:21]1[CH:26]=[CH:25][CH:24]=[CH:23][CH:22]=1)[C:15]1[CH:20]=[CH:19][CH:18]=[CH:17][CH:16]=1>CN(C)C=O>[CH:14]([N:9]1[C:8]2[CH:13]=[C:4]([Br:3])[CH:5]=[CH:6][C:7]=2[O:11][C:10]1=[O:12])([C:15]1[CH:20]=[CH:19][CH:18]=[CH:17][CH:16]=1)[C:21]1[CH:26]=[CH:25][CH:24]=[CH:23][CH:22]=1 |f:0.1|. Procedure: To a cold (0° C.) suspension of sodium hydride (0.589 g of a 60% w/w dispersion in mineral oil, 14.7 mmol) in N,N-dimethylformamide (50 mL) was added in portions 5-bromo-benzo[d]oxazol-2(3H)-one (3.0 g, 14.0 mmol). The reaction mixture was stirred for 1 h at 0° C. and benzhydryl bromide (3.81 g, 15.4 mmol) was added. The reaction mixture was allowed to warm to ambient temperature and stirred for 16 h. Further benzhydryl bromide (1.7 g. 6.9 mmol) was added and the reaction mixture was heated at 7... The reactants are [H][H] (hydrogen), [K+].C(#N)[C@H](C(C(=O)[O-])C(=O)OCC)CC(C)C ((3S)-3-cyano-2-ethoxycarbonyl-5-methyl-hexanoic acid potassium salt), [K+].C(#N)[C@H](C(C(=O)[O-])C(=O)OCC)CC(C)C ((3S)-3-cyano-2-ethoxycarbonyl-5-methyl-hexanoic acid potassium salt). Reagents/catalysts: [Ni] (Raney Nickel). Product: C(C(C)C)C1[C@@H](C(NC1)=O)C(=O)O ((S)-4-isobutyl-2-oxo-pyrrolidine-3-carboxylic acid). Reaction SMILES: [K+].[C:2]([C@@H:4]([CH2:14][CH:15]([CH3:17])[CH3:16])[CH:5]([C:9]([O:11]CC)=[O:10])[C:6]([O-])=[O:7])#[N:3].[H][H]>[Ni]>[CH2:14]([CH:4]1[CH2:2][NH:3][C:6](=[O:7])[C@H:5]1[C:9]([OH:11])=[O:10])[CH:15]([CH3:17])[CH3:16] |f:0.1|. Procedure details: A vessel was charged with an aqueous solution containing (3S)-3-cyano-2-ethoxycarbonyl-5-methyl-hexanoic acid potassium salt (Formula 23, 411 L from Example 2). Raney Nickel (50% aq solution, Sigma-Aldrich) was added to the mixture, and hydrogen gas was introduced into the vessel over a 20 h period to maintain a pressure of 50 psig in the vessel headspace throughout reaction. The hydrogenation reaction was monitored by H2 uptake and HPLC analysis (C18 column, 4.6 mm×150 mm, detection at 200 nm) ... The reactants are CCOC(=O)Cc1cn(Cc2ccccc2)nc1OCc1ccc(OCc2nc(-c3ccccc3)oc2C)cc1, CCO, Cl, [Na+], C1CCOC1, [OH-]. Product: Cc1oc(-c2ccccc2)nc1COc1ccc(COc2nn(Cc3ccccc3)cc2CC(=O)O)cc1. RXN SMILES: [CH2:1]([c:2]1[cH:3][cH:4][cH:5][cH:6][cH:7]1)[n:8]1[n:9][c:10]([O:19][CH2:20][c:21]2[cH:22][cH:23][c:24]([O:27][CH2:28][c:29]3[n:30][c:31](-[c:35]4[cH:36][cH:37][cH:38][cH:39][cH:40]4)[o:32][c:33]3[CH3:34])[cH:25][cH:26]2)[c:11]([CH2:13][C:14](=[O:15])[O:16][CH2:17][CH3:18])[cH:12]1.[CH3:49][CH2:50][OH:51].[ClH:48].[Na+:42].[O:43]1[CH2:44][CH2:45][CH2:46][CH2:47]1.[OH-:41]>>[CH2:1]([c:2]1[cH:3][cH:4][cH:5][cH:6][cH:7]1)[n:8]1[n:9][c:10]([O:19][CH2:20][c:21]2[cH:22][cH:23][c:24]([O:27][CH2:28][c:29]3[n:30][c:31](-[c:35]4[cH:36][cH:37][cH:38][cH:39][cH:40]4)[o:32][c:33]3[CH3:34])[cH:25][cH:26]2)[c:11]([CH2:13][C:14](=[O:15])[OH:16])[cH:12]1. Starting materials: [BH3-]C#N, O=C([O-])O, CC(=O)O, O=Cc1ccccc1, ClCCl, COc1ccc(N)cn1, [Na+], [Na+], O. The product is COc1ccc(NCc2ccccc2)cn1. RXN SMILES: [C:18]([BH3-:19])#[N:20].[C:22](=[O:23])([O-:24])[OH:25].[CH3:31][C:32](=[O:33])[OH:34].[CH:10](=[O:11])[c:12]1[cH:13][cH:14][cH:15][cH:16][cH:17]1.[Cl:27][CH2:28][Cl:29].[NH2:1][c:2]1[cH:3][cH:4][c:5]([O:8][CH3:9])[n:6][cH:7]1.[Na+:21].[Na+:26].[OH2:30]>>[NH:1]([c:2]1[cH:3][cH:4][c:5]([O:8][CH3:9])[n:6][cH:7]1)[CH2:10][c:12]1[cH:13][cH:14][cH:15][cH:16][cH:17]1. The reactants are CC(C)C(CN)c1ccccc1, CC(=O)O, O=Cc1ccccc1, ClCCl, [Na+], O=C([O-])O. Yields the product CC(C)C(CNCc1ccccc1)c1ccccc1. Reaction SMILES: [CH3:1][CH:2]([CH:3]([CH2:4][NH2:5])[c:6]1[cH:7][cH:8][cH:9][cH:10][cH:11]1)[CH3:12].[CH3:26][C:27](=[O:28])[OH:29].[CH:13](=[O:14])[c:15]1[cH:16][cH:17][cH:18][cH:19][cH:20]1.[Cl:30][CH2:31][Cl:32].[Na+:25].[O-:21][C:22]([OH:23])=[O:24]>>[CH3:1][CH:2]([CH:3]([CH2:4][NH:5][CH2:13][c:15]1[cH:16][cH:17][cH:18][cH:19][cH:20]1)[c:6]1[cH:7][cH:8][cH:9][cH:10][cH:11]1)[CH3:12]. The reactants are C(C1=CC=CC=C1)NC1=NC=C(C=C1)N (2-benzylamino-5-aminopyridine), C(C)OC=C(C(=O)OCC)C(=O)OCC (diethyl ethoxymethylenemalonate). Reaction conditions: temperature 130 celsius. Yields the product C(C1=CC=CC=C1)NC1=NC=C(C=C1)NC=C(C(=O)OCC)C(=O)OCC (diethyl (2-benzylamino-5-pyridylaminomethylene)malonate). Isolated yield 84.1%. Reaction SMILES: [CH2:1]([NH:8][C:9]1[CH:14]=[CH:13][C:12]([NH2:15])=[CH:11][N:10]=1)[C:2]1[CH:7]=[CH:6][CH:5]=[CH:4][CH:3]=1.C(O[CH:19]=[C:20]([C:26]([O:28][CH2:29][CH3:30])=[O:27])[C:21]([O:23][CH2:24][CH3:25])=[O:22])C>>[CH2:1]([NH:8][C:9]1[CH:14]=[CH:13][C:12]([NH:15][CH:19]=[C:20]([C:21]([O:23][CH2:24][CH3:25])=[O:22])[C:26]([O:28][CH2:29][CH3:30])=[O:27])=[CH:11][N:10]=1)[C:2]1[CH:3]=[CH:4][CH:5]=[CH:6][CH:7]=1. Procedure: A mixture of 2-benzylamino-5-aminopyridine (1.76 g) and diethyl ethoxymethylenemalonate (1.78 mL, 8.82 mmol) was heated at 130° C. for 2 h. While warm, the mixture was evacuated. After cooling, the product was triturated with 2:1 hexanes/ether and collected to give 2.74 g of diethyl (2-benzylamino-5-pyridylaminomethylene)malonate as a gold solid.